From a dataset of the Open Reaction Database (ORD), a public repository of structured organic reaction records. describe an organic reaction: reactants, conditions, products, and yield The reactants are BrC1=CC=C(N=N1)N1[C@@H]2CN([C@H](C1)C2)C(=O)OC(C)(C)C (2-[6-bromo-3-pyridazinyl]-(1S,4S)-5-tert-butoxycarbonyl-2,5-diazabicyclo-[2.2.1]-heptane), C1(=CC=CC=C1)C#C (phenylacetylene), palladacycle, C(C)(C)N(CC)C(C)C (diisopropylethylamine), [OH-].[Na+] (sodium hydroxide). Reagents/catalysts: [Cu]I (CuI). The solvent is O1CCOCC1 (dioxane). Conditions: temperature 100 celsius, time 40 hour. Yields the product N (ammonia), C(C)(C)(C)OC(=O)N1[C@@H]2CN([C@H](C1)C2)C=2N=NC(=CC2)C#CC2=CC=CC=C2 (5-[6-Phenylethynyl-pyridazin-3-yl]-(1S,4S)-2,5-diaza-bicyclo[2.2.1]heptane-2-carboxylic acid tert-butyl ester). Reaction SMILES: Br[C:2]1[N:7]=[N:6][C:5]([N:8]2[CH2:13][C@@H:12]3[CH2:14][C@H:9]2[CH2:10][N:11]3[C:15]([O:17][C:18]([CH3:21])([CH3:20])[CH3:19])=[O:16])=[CH:4][CH:3]=1.[C:22]1([C:28]#[CH:29])[CH:27]=[CH:26][CH:25]=[CH:24][CH:23]=1.C(N(C(C)C)CC)(C)C.[OH-].[Na+]>[Cu]I.O1CCOCC1>[NH3:6].[C:18]([O:17][C:15]([N:11]1[CH2:10][C@@H:9]2[CH2:14][C@H:12]1[CH2:13][N:8]2[C:5]1[N:6]=[N:7][C:2]([C:29]#[C:28][C:22]2[CH:27]=[CH:26][CH:25]=[CH:24][CH:23]=2)=[CH:3][CH:4]=1)=[O:16])([CH3:21])([CH3:20])[CH3:19] |f:3.4|. Reported procedure: A mixture of 2-[6-bromo-3-pyridazinyl]-(1S,4S)-5-tert-butoxycarbonyl-2,5-diazabicyclo-[2.2.1]-heptane (2.0 g; 5.6 mmol), phenylacetylene (2.4 ml; 22.6 mmol), palladacycle (105 mg; 0.11 mmol), CuI (106 mg; 0.56 mmol), diisopropylethylamine (0.97 ml; 5.6 mmol) and dioxane (20 ml) was stirred at 100° C. for 40 hours. Aqueous sodium hydroxide (50 ml; 1 M) was added. The mixture was extracted with dichloromethane (3×50 ml). Chromatography on silica gel with dichloromethane, methanol and conc. ammonia... Starting materials: NC=1N=CC(=NC1)C1=CC=C(C=C1F)C=1C(=CC=CC1)S (4′-(5-aminopyrazin-2-yl)-5′-fluorobiphenyl-2-thiol), ClC1=NC=CC=N1 (2-chloropyrimidine), CCN(C(C)C)C(C)C (DIPEA), C1=CC=C(C=C1)P(C2=CC=CC=C2)C3=CC=CC=C3 (Ph3P), resultant mixture. Solvent: CN(C)C=O (DMF). Yields the product Cl.FC=1C=C(C=CC1C=1N=CC(=NC1)N)C1=C(C=CC=C1)SC1=NC=CC=N1 (5-[3-Fluoro-2′-(pyrimidin-2-ylsulfanyl)biphenyl-4-yl]pyrazin-2-amine hydrochloride). Isolated yield 63.4%. Reaction SMILES: [NH2:1][C:2]1[N:3]=[CH:4][C:5]([C:8]2[C:13]([F:14])=[CH:12][C:11]([C:15]3[C:16]([SH:21])=[CH:17][CH:18]=[CH:19][CH:20]=3)=[CH:10][CH:9]=2)=[N:6][CH:7]=1.[Cl:22][C:23]1[N:28]=[CH:27][CH:26]=[CH:25][N:24]=1.CCN(C(C)C)C(C)C.C1C=CC(P(C2C=CC=CC=2)C2C=CC=CC=2)=CC=1>CN(C=O)C>[ClH:22].[F:14][C:13]1[CH:12]=[C:11]([C:15]2[CH:20]=[CH:19][CH:18]=[CH:17][C:16]=2[S:21][C:23]2[N:28]=[CH:27][CH:26]=[CH:25][N:24]=2)[CH:10]=[CH:9][C:8]=1[C:5]1[N:6]=[CH:7][C:2]([NH2:1])=[N:3][CH:4]=1 |f:5.6|. Reported procedure: To a solution of 4′-(5-aminopyrazin-2-yl)-5′-fluorobiphenyl-2-thiol (400 mg, 1.34 mmol) and 2-chloropyrimidine (167 mg, 1.47 mmol) in DMF (8 mL) were added DIPEA (345 mg, 2.68 mmol) and Ph3P (351 mg, 1.34 mmol) and the resultant mixture heated at 80° Celsius for 1 hour under a N2 atmosphere for 15 h. The mixture was cooled to rt, concentrated to dryness and the residue subjected to FCC to give the title compound (350 mg, 68%). MS (ESI): mass calcd. for C20H14FN5S.HCl, 375.10; m/z found, 376.0 [M...